From a dataset of the Open Reaction Database (ORD), a public repository of structured organic reaction records. describe an organic reaction: reactants, conditions, products, and yield The reactants are C[Si](C)(C)[N-][Si](C)(C)C.[K+] (potassium bis(trimethylsilyl)amide), C(=O)([O-])[O-].[K+].[K+] (K2CO3), ClC1=C(C=C(C=C1)NC=1NC(=NN1)C=1C=C(C=CC1)O)C(F)(F)F (3-[5-(4-chloro-3-trifluoromethyl-phenylamino)-4H[1,2,4]triazol-3-yl]-phenol), ClC1=NC(=NC(=C1)N)N (4-chloro-2,6-diamino-pyrimidine). Solvent: CN(C)C=O (DMF), CO (MeOH). Reaction conditions: temperature 80 celsius. Yields the product FC(C(=O)O)(F)F.ClC1=C(C=C(C=C1)NC=1NC(=NN1)C=1C=C(OC2=CC(=NC(=N2)N)N)C=CC1)C(F)(F)F (6-{3-[5-(4-chloro-3-trifluoromethyl-phenylamino)-4H-[1,2,4]triazol-3-yl]-phenoxy}-pyrimidine-2,4-diamine trifluoroacetic acid salt). The yield is 46.5%. RXN SMILES: [Cl:1][C:2]1[CH:7]=[CH:6][C:5]([NH:8][C:9]2[NH:10][C:11]([C:14]3[CH:15]=[C:16]([OH:20])[CH:17]=[CH:18][CH:19]=3)=[N:12][N:13]=2)=[CH:4][C:3]=1[C:21]([F:24])([F:23])[F:22].C[Si]([N-][Si](C)(C)C)(C)C.[K+].Cl[C:36]1[CH:41]=[C:40]([NH2:42])[N:39]=[C:38]([NH2:43])[N:37]=1.[C:44]([O-:47])([O-])=[O:45].[K+].[K+]>CN(C=O)C.CO>[F:22][C:21]([F:24])([F:23])[C:44]([OH:47])=[O:45].[Cl:1][C:2]1[CH:7]=[CH:6][C:5]([NH:8][C:9]2[NH:10][C:11]([C:14]3[CH:15]=[C:16]([CH:17]=[CH:18][CH:19]=3)[O:20][C:36]3[N:37]=[C:38]([NH2:43])[N:39]=[C:40]([NH2:42])[CH:41]=3)=[N:12][N:13]=2)=[CH:4][C:3]=1[C:21]([F:22])([F:23])[F:24] |f:1.2,4.5.6,9.10|. Procedure details: 3-[5-(4-chloro-3-trifluoromethyl-phenylamino)-4H[1,2,4]triazol-3-yl]-phenol (100 mg, 0.282 mmol) was dissolved in 2 mL of anhydrous DMF in a 5 mL microwave vial. Solid potassium bis(trimethylsilyl)amide (140.6 mg, 0.705 mmol) was added and the reaction mixture was stirred with heating at 80° C. for 15 min, then 4-chloro-2,6-diamino-pyrimidine (44.8 mg, 0.31 mmol) was added, followed by anhydrous K2CO3 (19.5 mg, 0.141 mmol). Then the vial was capped and microwaved at 250° C. for 20 min. Then the ... Starting materials: CC(C)(C)OC(=O)N1CCCC(N(Cc2cc(C(F)(F)F)cc(C(F)(F)F)c2)c2nnn(CCN3C(=O)c4ccccc4C3=O)n2)c2cc3c(cc21)COC3, ClCCl, O, O=C(O)C(F)(F)F. The product is O=C1c2ccccc2C(=O)N1CCn1nnc(N(Cc2cc(C(F)(F)F)cc(C(F)(F)F)c2)C2CCCNc3cc4c(cc32)COC4)n1. RXN SMILES: [C:1]([O:2][C:3](=[O:4])[N:8]1[CH2:9][CH2:10][CH2:11][CH:12]([N:22]([c:23]2[n:24][n:25][n:26]([CH2:28][CH2:29][N:30]3[C:31](=[O:40])[c:32]4[cH:33][cH:34][cH:35][cH:36][c:37]4[C:38]3=[O:39])[n:27]2)[CH2:41][c:42]2[cH:43][c:44]([C:52]([F:53])([F:54])[F:55])[cH:45][c:46]([C:48]([F:49])([F:50])[F:51])[cH:47]2)[c:13]2[cH:14][c:15]3[c:19]([cH:20][c:21]21)[CH2:18][O:17][CH2:16]3)([CH3:5])([CH3:6])[CH3:7].[Cl:63][CH2:64][Cl:65].[OH2:66].[OH:56][C:57]([C:58]([F:59])([F:60])[F:61])=[O:62]>>[NH:8]1[CH2:9][CH2:10][CH2:11][CH:12]([N:22]([c:23]2[n:24][n:25][n:26]([CH2:28][CH2:29][N:30]3[C:31](=[O:40])[c:32]4[cH:33][cH:34][cH:35][cH:36][c:37]4[C:38]3=[O:39])[n:27]2)[CH2:41][c:42]2[cH:43][c:44]([C:52]([F:53])([F:54])[F:55])[cH:45][c:46]([C:48]([F:49])([F:50])[F:51])[cH:47]2)[c:13]2[cH:14][c:15]3[c:19]([cH:20][c:21]21)[CH2:18][O:17][CH2:16]3. Starting materials: C=CCc1cnc2c(-c3ccc(Cl)cc3)c(-c3ccccc3Cl)nn2c1O, ClCCl, ClC(Cl)Cl, O=C1CCC(=O)N1I. Yields the product Clc1ccc(-c2c(-c3ccccc3Cl)nn3c4c(cnc23)CC(CI)O4)cc1. Reaction SMILES: [CH2:1]([CH:2]=[CH2:3])[c:4]1[cH:5][n:6][c:7]2[n:8]([c:9]1[OH:10])[n:11][c:12](-[c:21]1[c:22]([Cl:27])[cH:23][cH:24][cH:25][cH:26]1)[c:13]2-[c:14]1[cH:15][cH:16][c:17]([Cl:20])[cH:18][cH:19]1.[CH2:40]([Cl:41])[Cl:42].[CH:36]([Cl:37])([Cl:38])[Cl:39].[I:28][N:29]1[C:30](=[O:31])[CH2:32][CH2:33][C:34]1=[O:35]>>[CH2:1]1[CH:2]([CH2:3][I:28])[O:10][c:9]2[c:4]1[cH:5][n:6][c:7]1[n:8]2[n:11][c:12](-[c:21]2[c:22]([Cl:27])[cH:23][cH:24][cH:25][cH:26]2)[c:13]1-[c:14]1[cH:15][cH:16][c:17]([Cl:20])[cH:18][cH:19]1. The reactants are C(C)(=O)O[C@H]1[C@H](OC2=C(C=CC=C2)CC2=CC=C(C=C2)C(=O)OC)O[C@@H]([C@H]([C@@H]1OC(C)=O)OC(C)=O)COC(C)=O (2-[4-(methoxycarbonyl)benzyl]phenyl 2,3,4,6-tetra-O-acetyl-β-D-glucopyranoside), [OH-].[Na+] (sodium hydroxide). Run in CO (methanol). Conditions: time 1 hour. The product is O([C@H]1[C@H](O)[C@@H](O)[C@H](O)[C@H](O1)CO)C1=C(C=CC=C1)CC1=CC=C(C=C1)C(=O)O (2-(4-carboxybenzyl)phenyl β-D-glucopyranoside). The yield is 111.5%. RXN SMILES: C([O:4][C@@H:5]1[C@@H:28]([O:29]C(=O)C)[C@H:27]([O:33]C(=O)C)[C@@H:26]([CH2:37][O:38]C(=O)C)[O:25][C@H:6]1[O:7][C:8]1[CH:13]=[CH:12][CH:11]=[CH:10][C:9]=1[CH2:14][C:15]1[CH:20]=[CH:19][C:18]([C:21]([O:23]C)=[O:22])=[CH:17][CH:16]=1)(=O)C.[OH-].[Na+]>CO>[O:7]([C:8]1[CH:13]=[CH:12][CH:11]=[CH:10][C:9]=1[CH2:14][C:15]1[CH:20]=[CH:19][C:18]([C:21]([OH:23])=[O:22])=[CH:17][CH:16]=1)[C@@H:6]1[O:25][C@H:26]([CH2:37][OH:38])[C@@H:27]([OH:33])[C@H:28]([OH:29])[C@H:5]1[OH:4] |f:1.2|. Procedure: To a solution of 2-[4-(methoxycarbonyl)benzyl]phenyl 2,3,4,6-tetra-O-acetyl-β-D-glucopyranoside (0.050 g) in methanol (1 mL) was added 2 mol/L aqueous sodium hydroxide solution (0.26 mL), and the mixture was stirred at room temperature for 1 hour. The reaction mixture was purified by column chromatography on benzenesulfonylpropyl silica gel (eluent: methanol) to give 2-(4-carboxybenzyl)phenyl β-D-glucopyranoside (0.038 g).